This data is from the Open Reaction Database (ORD), a public repository of structured organic reaction records. The task is: describe an organic reaction: reactants, conditions, products, and yield The reactants are CC(C)(C)OC(=O)n1ccc2c(-c3cc(C(=O)c4nc5ccc(N6CCC(O[Si](c7ccccc7)(c7ccccc7)C(C)(C)C)CC6)nc5[nH]4)ccc3C#N)cncc21, CCCC[N+](CCCC)(CCCC)CCCC, C1CCOC1, [F-]. Yields the product CC(C)(C)OC(=O)n1ccc2c(-c3cc(C(=O)c4nc5ccc(N6CCC(O)CC6)nc5[nH]4)ccc3C#N)cncc21. Reaction SMILES: [C:1]([CH3:2])([CH3:3])([CH3:4])[O:5][C:6](=[O:7])[n:8]1[cH:9][cH:10][c:11]2[c:12]1[cH:13][n:14][cH:15][c:16]2-[c:17]1[c:18]([C:58]#[N:59])[cH:19][cH:20][c:21]([C:23](=[O:24])[c:25]2[n:26][c:27]3[c:28]([n:29][c:30]([N:33]4[CH2:34][CH2:35][CH:36]([O:39][Si:40]([C:41]([CH3:42])([CH3:43])[CH3:44])([c:45]5[cH:46][cH:47][cH:48][cH:49][cH:50]5)[c:51]5[cH:52][cH:53][cH:54][cH:55][cH:56]5)[CH2:37][CH2:38]4)[cH:31][cH:32]3)[nH:57]2)[cH:22]1.[CH2:61]([N+:62]([CH2:63][CH2:64][CH2:65][CH3:66])([CH2:67][CH2:68][CH2:69][CH3:70])[CH2:71][CH2:72][CH2:73][CH3:74])[CH2:75][CH2:76][CH3:77].[CH2:78]1[O:79][CH2:80][CH2:81][CH2:82]1.[F-:60]>>[C:1]([CH3:2])([CH3:3])([CH3:4])[O:5][C:6](=[O:7])[n:8]1[cH:9][cH:10][c:11]2[c:12]1[cH:13][n:14][cH:15][c:16]2-[c:17]1[c:18]([C:58]#[N:59])[cH:19][cH:20][c:21]([C:23](=[O:24])[c:25]2[n:26][c:27]3[c:28]([n:29][c:30]([N:33]4[CH2:34][CH2:35][CH:36]([OH:39])[CH2:37][CH2:38]4)[cH:31][cH:32]3)[nH:57]2)[cH:22]1. Reactants: C(C)(=O)O.C(C)(=O)O.OC1=CC=2CC[C@H]3[C@@H]4C[C@H](C([C@@]4(C)CC[C@@H]3C2C=C1)=O)O (3,16α-Dihydroxy-oestra-1,3,5(10)-trien-17-one diacetate), CN (methylamine), [BH4-].[Na+] (Sodium borohydride). Reaction conditions: time 5 minute. Yields the product CN[C@@H]1[C@]2(C)[C@@H](C[C@H]1O)[C@@H]1CCC=3C=C(C=CC3[C@H]1CC2)O (17β-methylamino-oestra-1,3,5(10)-triene-3,16α-diol). As a reaction SMILES: C(O)(=O)C.C(O)(=O)C.[OH:9][C:10]1[CH:27]=[CH:26][C:25]2[C@@H:24]3[C@H:15]([C@H:16]4[C@@:20]([CH2:22][CH2:23]3)([CH3:21])[C:19](=O)[C@H:18]([OH:29])[CH2:17]4)[CH2:14][CH2:13][C:12]=2[CH:11]=1.[CH3:30][NH2:31].[BH4-].[Na+]>>[CH3:30][NH:31][C@H:19]1[C@H:18]([OH:29])[CH2:17][C@H:16]2[C@H:15]3[C@H:24]([CH2:23][CH2:22][C@:20]12[CH3:21])[C:25]1[CH:26]=[CH:27][C:10]([OH:9])=[CH:11][C:12]=1[CH2:13][CH2:14]3 |f:0.1.2,4.5|. Reported procedure: 3,16α-Dihydroxy-oestra-1,3,5(10)-trien-17-one diacetate (32.4 g) was stirred with methylamine solution (324 ml; 33% in EtCH) for 20 min. Sodium borohydride (16.2 g) was added portionwise to the stirred solution, keeping the temperature at <25° C. After 11/2 h., the methylamine was removed under reduced pressure and the residue was acidified with hydrochloric acid (5 N). The mixture was rebasified with saturated potassium bicarbonate solution to give crude product, which was filtered off, washed ... The reactants are Esters, CC(C)CCC[C@@H](C)[C@H]1CC[C@H]2[C@@H]3CC=C4C[C@@H](O)CC[C@]4(C)[C@H]3CC[C@]12C (cholesterol), CCCCCCCCCCCCCCCCCC(=O)O[C@H]1CC[C@@]2([C@H]3CC[C@]4([C@H]([C@@H]3CC=C2C1)CC[C@@H]4[C@H](C)CCCC(C)C)C)C (cholesteryl stearate), oleic acid ester, esters, esters, CC(C)CCC[C@@H](C)[C@H]1CC[C@H]2[C@@H]3CC=C4C[C@@H](O)CC[C@]4(C)[C@H]3CC[C@]12C (cholesterol), steroid esters, stearic acid ester, linear fatty acid esters. Solvent: O (water). Product: CCCCCCCC/C=C\CCCCCCCC(=O)O[C@H]1CC[C@@]2([C@H]3CC[C@]4([C@H]([C@@H]3CC=C2C1)CC[C@@H]4[C@H](C)CCCC(C)C)C)C (cholesteryl oleate). As a reaction SMILES: CC(CCC[C@H]([C@@H]1[C@]2(C)[C@H]([C@H]3[C@H](CC2)[C@]2(C)C(C[C@H](CC2)O)=CC3)CC1)C)C.[CH3:29][CH2:30][CH2:31][CH2:32][CH2:33][CH2:34][CH2:35][CH2:36][CH2:37][CH2:38][CH2:39][CH2:40][CH2:41][CH2:42][CH2:43][CH2:44][CH2:45][C:46]([O:48][C@@H:49]1[CH2:62][C:61]2[C@@:52]([CH3:75])([C@@H:53]3[C@@H:58]([CH2:59][CH:60]=2)[C@@H:57]2[CH2:63][CH2:64][C@H:65]([C@@H:66]([CH2:68][CH2:69][CH2:70][CH:71]([CH3:73])[CH3:72])[CH3:67])[C@@:56]2([CH3:74])[CH2:55][CH2:54]3)[CH2:51][CH2:50]1)=[O:47]>O>[CH3:29][CH2:30][CH2:31][CH2:32][CH2:33][CH2:34][CH2:35][CH2:36]/[CH:37]=[CH:38]\[CH2:39][CH2:40][CH2:41][CH2:42][CH2:43][CH2:44][CH2:45][C:46]([O:48][C@@H:49]1[CH2:62][C:61]2[C@@:52]([CH3:75])([C@@H:53]3[C@@H:58]([CH2:59][CH:60]=2)[C@@H:57]2[CH2:63][CH2:64][C@H:65]([C@@H:66]([CH2:68][CH2:69][CH2:70][CH:71]([CH3:73])[CH3:72])[CH3:67])[C@@:56]2([CH3:74])[CH2:55][CH2:54]3)[CH2:51][CH2:50]1)=[O:47]. Procedure: Esters such as steroid esters are widely used as an oil phase material or base material of cosmetics for the skin or hair, or of ointments. For example, stearic acid ester or oleic acid ester of cholesterol is contained in stick-like cosmetics such as lipstick, eyeshadow and stick pomade as well as in cosmetic cream, ointment, etc. These linear fatty acid esters of cholesterol are excellent in water-embracing or -encapsulating property and emulsifying property, exhibit affinity with the skin, an... Starting materials: BrC=1C=C(C=CC1Cl)NC=1C2=C(N=CN1)C=NC(=C2)NCC2=CC=C(C=C2)OC (N4-(3-bromo-4-chlorophenyl)-N6-(4-methoxybenzyl)pyrido[3,4-d]pyrimidine-4,6-diamine), C1(=CC=CC=C1)OC (anisole), FC(C(=O)O)(F)F (trifluoroacetic acid). The solvent is petroleum ether, C(Cl)Cl (DCM). Conditions: time 42 hour. Product: BrC=1C=C(C=CC1Cl)NC=1C2=C(N=CN1)C=NC(=C2)N (N4-(3-bromo-4-chlorophenyl)pyrido[3,4-d]-pyrimidine-4,6-diamine). The yield is 99.8%. RXN SMILES: [Br:1][C:2]1[CH:3]=[C:4]([NH:9][C:10]2[C:11]3[CH:19]=[C:18]([NH:20]CC4C=CC(OC)=CC=4)[N:17]=[CH:16][C:12]=3[N:13]=[CH:14][N:15]=2)[CH:5]=[CH:6][C:7]=1[Cl:8].FC(F)(F)C(O)=O.C1(OC)C=CC=CC=1>C(Cl)Cl>[Br:1][C:2]1[CH:3]=[C:4]([NH:9][C:10]2[C:11]3[CH:19]=[C:18]([NH2:20])[N:17]=[CH:16][C:12]=3[N:13]=[CH:14][N:15]=2)[CH:5]=[CH:6][C:7]=1[Cl:8]. Procedure details: To a stirred heterogeneous mixture of compound 214 (2.92 g, 6.20 mmol) and DCM (60 mL) was added trifluoroacetic acid (4.75 mL, 62.0 mmol), followed by anisole (1.36 mL, 12.4 mmol), and the mixture was stirred further at room temperature for 42 h. It was poured into petroleum ether (600 mL) and stirred at room temperature for ca. 20 min. Petroleum ether layer was decanted and discarded. The process was repeated with more petroleum ether (300 mL). To the solid left behind was added 5M NH3 (80 mL)... Reactants: COC(=O)CC(=O)OC, CC(=O)c1ccc(C)o1, ClCCl, C1CCOC1, O, c1ccncc1. Yields the product COC(=O)C(C(=O)OC)=C(C)c1ccc(C)o1. RXN SMILES: [C:1]([CH2:2][C:3](=[O:4])[O:5][CH3:6])(=[O:7])[O:8][CH3:9].[CH3:10][C:11](=[O:12])[c:13]1[cH:14][cH:15][c:16]([CH3:17])[o:18]1.[Cl:25][CH2:26][Cl:27].[O:28]1[CH2:29][CH2:30][CH2:31][CH2:32]1.[OH2:33].[cH:19]1[cH:20][cH:21][n:22][cH:23][cH:24]1>>[C:1]([C:2]([C:3](=[O:4])[O:5][CH3:6])=[C:11]([CH3:10])[c:13]1[cH:14][cH:15][c:16]([CH3:17])[o:18]1)(=[O:7])[O:8][CH3:9]. The reactants are CC(C)(C)[Si](C)(C)Oc1cccc(CC(=O)Nc2nc(Cl)c(C=O)s2)c1, CC(C)(C)O, [K+], O=[Mn](=O)(=O)[O-], O. Product: CC(C)(C)[Si](C)(C)Oc1cccc(CC(=O)Nc2nc(Cl)c(C(=O)O)s2)c1. As a reaction SMILES: [C:1]([CH3:2])([CH3:3])([CH3:4])[Si:5]([O:6][c:7]1[cH:8][c:9]([CH2:13][C:14](=[O:15])[NH:16][c:17]2[s:18][c:19]([CH:23]=[O:24])[c:20]([Cl:22])[n:21]2)[cH:10][cH:11][cH:12]1)([CH3:25])[CH3:26].[C:33]([OH:34])([CH3:35])([CH3:36])[CH3:37].[K+:32].[Mn:27](=[O:28])([O-:29])(=[O:30])=[O:31].[OH2:38]>>[C:1]([CH3:2])([CH3:3])([CH3:4])[Si:5]([O:6][c:7]1[cH:8][c:9]([CH2:13][C:14](=[O:15])[NH:16][c:17]2[s:18][c:19]([C:23](=[O:24])[OH:28])[c:20]([Cl:22])[n:21]2)[cH:10][cH:11][cH:12]1)([CH3:25])[CH3:26]. Reactants: B, O=C(c1ccccc1)c1ccccc1, CSC, CC(C)Oc1cc(NC(=O)CC(CC(=O)O)C(F)(F)F)c(F)cc1Cl, [Na], C1CCOC1. Product: CC(C)Oc1cc(NC(=O)CC(CCO)C(F)(F)F)c(F)cc1Cl. Reaction SMILES: [BH3:44].[C:26]([c:27]1[cH:28][cH:29][cH:30][cH:31][cH:32]1)(=[O:33])[c:34]1[cH:35][cH:36][cH:37][cH:38][cH:39]1.[CH3:41][S:42][CH3:43].[Cl:1][c:2]1[cH:3][c:4]([F:25])[c:5]([NH:12][C:13]([CH2:14][CH:15]([CH2:16][C:17](=[O:18])[OH:19])[C:20]([F:21])([F:22])[F:23])=[O:24])[cH:6][c:7]1[O:8][CH:9]([CH3:10])[CH3:11].[Na:40].[O:45]1[CH2:46][CH2:47][CH2:48][CH2:49]1>>[Cl:1][c:2]1[cH:3][c:4]([F:25])[c:5]([NH:12][C:13]([CH2:14][CH:15]([CH2:16][CH2:17][OH:18])[C:20]([F:21])([F:22])[F:23])=[O:24])[cH:6][c:7]1[O:8][CH:9]([CH3:10])[CH3:11].